This data is from the Open Reaction Database (ORD), a public repository of structured organic reaction records. The task is: describe an organic reaction: reactants, conditions, products, and yield Starting materials: [OH-].[Na+] (sodium hydroxide), OC[C@]12CCC(C=C1CC[C@H]1[C@@H]3CCC([C@@]3(C)CC[C@H]21)=O)=O (19-hydroxy-4-androstene-3,17-dione), C1(=CC=CC=C1)S (thiophenol), C=O (formaldehyde). The solvent is CCOCC (ether), C(C)O (ethanol), C(C)N(CC)CC (triethylamine). The product is OC[C@]12CCC(C(=C1CC[C@H]1[C@@H]3CCC([C@@]3(C)CC[C@H]21)=O)CSC2=CC=CC=C2)=O (19-hydroxy-4-phenylthiomethyl-4-androsten-3,17-dione). Reaction SMILES: [OH:1][CH2:2][C@@:3]12[C@@H:20]3[C@H:11]([C@H:12]4[C@@:16]([CH2:18][CH2:19]3)([CH3:17])[C:15](=[O:21])[CH2:14][CH2:13]4)[CH2:10][CH2:9][C:8]1=[CH:7][C:6](=[O:22])[CH2:5][CH2:4]2.[C:23]1([SH:29])[CH:28]=[CH:27][CH:26]=[CH:25][CH:24]=1.[CH2:30]=O.[OH-].[Na+]>CCOCC.C(O)C.C(N(CC)CC)C>[OH:1][CH2:2][C@@:3]12[C@@H:20]3[C@H:11]([C@H:12]4[C@@:16]([CH2:18][CH2:19]3)([CH3:17])[C:15](=[O:21])[CH2:14][CH2:13]4)[CH2:10][CH2:9][C:8]1=[C:7]([CH2:30][S:29][C:23]1[CH:28]=[CH:27][CH:26]=[CH:25][CH:24]=1)[C:6](=[O:22])[CH2:5][CH2:4]2 |f:3.4|. Procedure: A mixture of 19-hydroxy-4-androstene-3,17-dione, thiophenol, 40% aqueous formaldehyde, triethylamine and ethanol are heated at the reflux temperature for about 48 hours. The cooled solution is poured into an aqueous sodium hydroxide solution and the product isolated by ether extraction. The ether extract is washed with water, dried over magnesium sulfate and the solvent removed under reduced pressure. The residue is triturated with hot hexane to remove the condensation products derived from the ... Yield: 8.6%. Yields the product ClC1=CC=CC2=C(N(N=C12)CCC)C1=CC=C(C=C1)OC (7-chloro-3-(4-methoxyphenyl)-2-propyl-2H-indazole). Starting materials: ClC=1C=CC=C2C(=NNC12)C1=CC=C(C=C1)OC (7-chloro-3-(4-methoxyphenyl)-1H-indazole), [H-].[Na+] (sodium hydride), ICCC (1-iodopropane). Procedure: Prepared according to Method D step B from 7-chloro-3-(4-methoxyphenyl)-1H-indazole (0.129 g, 0.5 mmol), sodium hydride (60% in oil, 0.024 g, 0.6 mmol) and 1-iodopropane (0.098 mL, 1.0 mmol) to give the title compound (0.013 g). Reaction SMILES: [Cl:1][C:2]1[CH:3]=[CH:4][CH:5]=[C:6]2[C:10]=1[NH:9][N:8]=[C:7]2[C:11]1[CH:16]=[CH:15][C:14]([O:17][CH3:18])=[CH:13][CH:12]=1.[H-].[Na+].I[CH2:22][CH2:23][CH3:24]>>[Cl:1][C:2]1[C:10]2[C:6](=[C:7]([C:11]3[CH:16]=[CH:15][C:14]([O:17][CH3:18])=[CH:13][CH:12]=3)[N:8]([CH2:22][CH2:23][CH3:24])[N:9]=2)[CH:5]=[CH:4][CH:3]=1 |f:1.2|. Starting materials: C(=O)C1=C(C=C(C#N)C=C1)OCC(F)(F)F (4-formyl-3-(2,2,2-trifluoro-ethoxy)-benzonitrile), Cl.NO (hydroxylamine hydrochloride), C(C)(=O)[O-].[Na+] (sodium acetate). The solvent is C(C)O (ethanol). The product is ON=CC1=C(C=C(C#N)C=C1)OCC(F)(F)F (4-(hydroxyimino-methyl)-3-(2,2,2-trifluoro-ethoxy)-benzonitrile). Reaction SMILES: [CH:1]([C:3]1[CH:10]=[CH:9][C:6]([C:7]#[N:8])=[CH:5][C:4]=1[O:11][CH2:12][C:13]([F:16])([F:15])[F:14])=O.Cl.[NH2:18][OH:19].C([O-])(=O)C.[Na+]>C(O)C>[OH:19][N:18]=[CH:1][C:3]1[CH:10]=[CH:9][C:6]([C:7]#[N:8])=[CH:5][C:4]=1[O:11][CH2:12][C:13]([F:16])([F:15])[F:14] |f:1.2,3.4|. Procedure: In analogy to example 106.2, 4-formyl-3-(2,2,2-trifluoro-ethoxy)-benzonitrile was reacted with hydroxylamine hydrochloride and sodium acetate in ethanol to give 4-(hydroxyimino-methyl)-3-(2,2,2-trifluoro-ethoxy)-benzonitrile as a yellow solid. Starting materials: ClC1=NC(=NC=2N1N=C(C2C2=CC=C(C=C2)Cl)C2=C(C=CC=C2)Cl)C (4-chloro-7-(2-chlorophenyl)-8-(4-chlorophenyl)-2-methylpyrazolo[1,5-a][1,3,5]triazine), C(C)(C)O (isopropanol), C(=O)(O)[O-].[Na+] (NaHCO3). Reaction conditions: temperature 80 celsius. Product: ClC1=C(C=CC=C1)C1=NN2C(N=C(N=C2OC(C)C)C)=C1C1=CC=C(C=C1)Cl (7-(2-Chlorophenyl)-8-(4-chlorophenyl)-4-isopropoxy-2-methylpyrazolo[1,5-a][1,3,5]triazine). Reaction SMILES: Cl[C:2]1[N:7]2[N:8]=[C:9]([C:18]3[CH:23]=[CH:22][CH:21]=[CH:20][C:19]=3[Cl:24])[C:10]([C:11]3[CH:16]=[CH:15][C:14]([Cl:17])=[CH:13][CH:12]=3)=[C:6]2[N:5]=[C:4]([CH3:25])[N:3]=1.C([O-])(O)=O.[Na+].[CH:31]([OH:34])([CH3:33])[CH3:32]>>[Cl:24][C:19]1[CH:20]=[CH:21][CH:22]=[CH:23][C:18]=1[C:9]1[C:10]([C:11]2[CH:12]=[CH:13][C:14]([Cl:17])=[CH:15][CH:16]=2)=[C:6]2[N:5]=[C:4]([CH3:25])[N:3]=[C:2]([O:34][CH:31]([CH3:33])[CH3:32])[N:7]2[N:8]=1 |f:1.2|. Procedure details: To a suspension of 4-chloro-7-(2-chlorophenyl)-8-(4-chlorophenyl)-2-methylpyrazolo[1,5-a][1,3,5]triazine (I-2A-1b; 150 mg, 0.384 mmol) in isopropanol (5 ml) was added solid NaHCO3 (129 mg, 1.5 mmol), and the mixture was heated at 80° C. overnight. After cooling, the suspended solids (150 mg) were collected by filtration and the filtrate was concentrated, in vacuo, to give a solid (95 mg). The suspended solids were extracted from saturated aqueous NaHCO3 with ethyl acetate, the organic layers wer...